Dataset: the Open Reaction Database (ORD), a public repository of structured organic reaction records. Task: describe an organic reaction: reactants, conditions, products, and yield The reactants are COC(=O)Cc1ccc(-c2ccc(-c3nc(C(N)=O)c(C)nc3C)cc2)c(Cl)c1, CC(C)(C)O, Cl, [K+], [OH-]. Product: Cc1nc(C)c(-c2ccc(-c3ccc(CC(=O)O)cc3Cl)cc2)nc1C(N)=O. As a reaction SMILES: [C:3]([NH2:4])(=[O:5])[c:6]1[c:7]([CH3:31])[n:8][c:9]([CH3:30])[c:10](-[c:12]2[cH:13][cH:14][c:15](-[c:18]3[c:19]([Cl:29])[cH:20][c:21]([CH2:24][C:25](=[O:26])[O:27][CH3:28])[cH:22][cH:23]3)[cH:16][cH:17]2)[n:11]1.[CH3:33][C:34]([OH:35])([CH3:36])[CH3:37].[ClH:32].[K+:2].[OH-:1]>>[C:3]([NH2:4])(=[O:5])[c:6]1[c:7]([CH3:31])[n:8][c:9]([CH3:30])[c:10](-[c:12]2[cH:13][cH:14][c:15](-[c:18]3[c:19]([Cl:29])[cH:20][c:21]([CH2:24][C:25](=[O:26])[OH:27])[cH:22][cH:23]3)[cH:16][cH:17]2)[n:11]1. Starting materials: ClC1=NC=CC=C1[N+](=O)[O-] (2-chlor-3-nitropyridine), O1C[C@H](CC1)O ((S)-tetrahydro-furan-3-ol). Product: [N+](=O)([O-])C=1C(=NC=CC1)O[C@@H]1COCC1 (3-Nitro-2-[(S)-(tetrahydro-furan-3-yl)oxy]-pyridine). As a reaction SMILES: Cl[C:2]1[C:7]([N+:8]([O-:10])=[O:9])=[CH:6][CH:5]=[CH:4][N:3]=1.[O:11]1[CH2:15][CH2:14][C@H:13]([OH:16])[CH2:12]1>>[N+:8]([C:7]1[C:2]([O:16][C@H:13]2[CH2:14][CH2:15][O:11][CH2:12]2)=[N:3][CH:4]=[CH:5][CH:6]=1)([O-:10])=[O:9]. Procedure: Prepared analogously to I.1 from 2-chlor-3-nitropyridine and (S)-tetrahydro-furan-3-ol.